This data is from the Open Reaction Database (ORD), a public repository of structured organic reaction records. The task is: describe an organic reaction: reactants, conditions, products, and yield The reactants are COC(=O)C(CC1CCC1)c1cc(OCC(F)(F)F)c(N)c(-c2ccc(C(F)(F)F)cc2)c1, CC#N, Cl, Cl[Cu], O=N[O-], [Na+], O. Yields the product COC(=O)C(CC1CCC1)c1cc(OCC(F)(F)F)c(Cl)c(-c2ccc(C(F)(F)F)cc2)c1. Reaction SMILES: [CH3:1][O:2][C:3]([CH:4]([CH2:5][CH:6]1[CH2:7][CH2:8][CH2:9]1)[c:10]1[cH:11][c:12](-[c:23]2[cH:24][cH:25][c:26]([C:29]([F:30])([F:31])[F:32])[cH:27][cH:28]2)[c:13]([NH2:22])[c:14]([O:16][CH2:17][C:18]([F:19])([F:20])[F:21])[cH:15]1)=[O:33].[CH3:39][C:40]#[N:41].[ClH:34].[Cu:43][Cl:44].[N:35]([O-:36])=[O:37].[Na+:38].[OH2:42]>>[CH3:1][O:2][C:3]([CH:4]([CH2:5][CH:6]1[CH2:7][CH2:8][CH2:9]1)[c:10]1[cH:11][c:12](-[c:23]2[cH:24][cH:25][c:26]([C:29]([F:30])([F:31])[F:32])[cH:27][cH:28]2)[c:13]([Cl:34])[c:14]([O:16][CH2:17][C:18]([F:19])([F:20])[F:21])[cH:15]1)=[O:33]. The reactants are O (H2O), N1=C(C=CC=C1C(=O)O)C(=O)O (2,6-Pyridine dicarboxylic acid), ClC(=O)OCC1=CC=CC=C1 (Benzyl chloroformate). Reagents/catalysts: [Rh] (Rhodium on alumina). The solvent is [OH-].[Na+] (NaOH). Conditions: temperature 0 celsius, time 48 hour. Yields the product C(C1=CC=CC=C1)OC(=O)N1C(CCCC1C(=O)O)C(=O)O (Piperidine-1,2,6-tricarboxylic Acid 1-Benzyl Ester). Yield: 83.1%. RXN SMILES: [N:1]1[C:6]([C:7]([OH:9])=[O:8])=[CH:5][CH:4]=[CH:3][C:2]=1[C:10]([OH:12])=[O:11].O.Cl[C:15]([O:17][CH2:18][C:19]1[CH:24]=[CH:23][CH:22]=[CH:21][CH:20]=1)=[O:16]>[OH-].[Na+].[Rh]>[CH2:18]([O:17][C:15]([N:1]1[CH:2]([C:10]([OH:12])=[O:11])[CH2:3][CH2:4][CH2:5][CH:6]1[C:7]([OH:9])=[O:8])=[O:16])[C:19]1[CH:24]=[CH:23][CH:22]=[CH:21][CH:20]=1 |f:3.4|. Reported procedure: 2,6-Pyridine dicarboxylic acid (25 g, 0.15 mol) was dissolved in 2.0M NaOH (154 mL) and H2O (30 mL) at room temperature, and placed in a 500-mL Parr bottle. Rhodium on alumina powder (5%, 1.87 g) was added and the mixture was purged with argon for 15 minutes. The reaction mixture was shaken under 55 psi of hydrogen for 48 hours. The suspension was filtered through compacted Celite, and the clear filtrate was cooled to 0° C. Benzyl chloroformate (30.62 g, 0.18 mol) was added from the top to the c... The reactants are OC1=CC=C(C=C1)C(CC(=O)O)CC(=O)O (3-(4-hydroxyphenyl)glutaric acid), C(C)(=O)OC(C)=O (acetic anhydride). The product is C(C)(=O)OC1=CC=C(C=C1)C1CC(=O)OC(C1)=O (3-(4-acetyloxyphenyl)glutaric anhydride). As a reaction SMILES: [OH:1][C:2]1[CH:7]=[CH:6][C:5]([CH:8]([CH2:13][C:14]([OH:16])=[O:15])[CH2:9][C:10]([OH:12])=O)=[CH:4][CH:3]=1.[C:17](OC(=O)C)(=[O:19])[CH3:18]>>[C:17]([O:1][C:2]1[CH:3]=[CH:4][C:5]([CH:8]2[CH2:9][C:10](=[O:12])[O:15][C:14](=[O:16])[CH2:13]2)=[CH:6][CH:7]=1)(=[O:19])[CH3:18]. Procedure: A solution of 3-(4-hydroxyphenyl)glutaric acid (800 mg) in acetic anhydride (15 ml) is heated at 100° C. for 2.5 hours and evaporated to dryness in vacuo. The residual solid is crystallized from chloroform-hexane to afford 600 mg of 3-(4-acetyloxyphenyl)glutaric anhydride, melting point 140°-143° C. Starting materials: C(C)C1=CC=C(C=C1)C=1SC=CC1CO ((2-(4-ethylphenyl)thiophen-3-yl)methanol), OC1=C(C(=C(C=C1)CCC(=O)OCC)F)F (ethyl 3-(4-hydroxy-2,3-difluoro phenyl)propanoate), C(C)C1=CC=C(C=C1)C=1SC=CC1COC1=C(C(=C(C=C1)CCC(=O)OCC)F)F (ethyl 3-(4-((2-(4-ethylphenyl)thiophen-3-yl)methoxy)-2,3-difluorophenyl)propanoate). Product: C(C)C1=CC=C(C=C1)C=1SC=CC1COC1=C(C(=C(C=C1)CCC(=O)O)F)F (3-(4-((2-(4-ethylphenyl)thiophen-3-yl)methoxy)-2,3-difluorophenyl)propanoic acid). As a reaction SMILES: C(C1C=CC(C2SC=CC=2CO)=CC=1)C.OC1C=CC(CCC(OCC)=O)=C(F)C=1F.[CH2:32]([C:34]1[CH:39]=[CH:38][C:37]([C:40]2[S:41][CH:42]=[CH:43][C:44]=2[CH2:45][O:46][C:47]2[CH:52]=[CH:51][C:50]([CH2:53][CH2:54][C:55]([O:57]CC)=[O:56])=[C:49]([F:60])[C:48]=2[F:61])=[CH:36][CH:35]=1)[CH3:33]>>[CH2:32]([C:34]1[CH:35]=[CH:36][C:37]([C:40]2[S:41][CH:42]=[CH:43][C:44]=2[CH2:45][O:46][C:47]2[CH:52]=[CH:51][C:50]([CH2:53][CH2:54][C:55]([OH:57])=[O:56])=[C:49]([F:60])[C:48]=2[F:61])=[CH:38][CH:39]=1)[CH3:33]. Procedure: The title compound was prepared according to the procedure described in Example 208 by coupling of (2-(4-ethylphenyl)thiophen-3-yl)methanol and ethyl 3-(4-hydroxy-2,3-difluoro phenyl)propanoate followed by hydrolysis of ethyl 3-(4-((2-(4-ethylphenyl)thiophen-3-yl)methoxy)-2,3-difluorophenyl)propanoate to afford the desired product as an off-white solid. 1H NMR (400 MHz, CDCl3) δ 7.40 (d, J=7.1 Hz, 2H), 7.25 (m, 4H), 6.82 (t, J=6.5 Hz, 1H), 6.66 (t, J=6.5 Hz, 1H), 5.10 (s, 2H), 2.95 (t, J=7.5 Hz,... The reactants are ClC(C(C)(C)OC(=O)N1C2CN(CC1C(=C(C2)C2=CC(=NO2)CCCO)C(N(CC2=C(C(=CC=C2)Cl)Cl)C2CC2)=O)C(=O)OC(C)(C)C)(Cl)Cl (6-[Cyclopropyl-(2,3-dichlorobenzyl)carbamoyl]-7-[3-(3-hydroxy-propyl)isoxazol-5-yl]-3,9-diazabicyclo[3.3.1]non-6-ene-3,9-dicarboxylic acid 3-tert-butyl ester 9-(2,2,2-trichloro-1,1-dimethylethyl) ester), ClC1=C(C=C(C=C1C)O)C (4-chloro-3,5-dimethylphenol). The product is C(C)(C)(C)OC(=O)N1CC2CC(=C(C(C1)N2C(=O)OC(C)(C)C)C(N(CC2=C(C(=CC=C2)Cl)Cl)C2CC2)=O)C2=CC(=NO2)CCCOC2=CC(=C(C(=C2)C)Cl)C (7-{3-[3-(4-Chloro-3,5-dimethylphenoxy)propyl]isoxazol-5-yl}-6-[cyclopropyl-(2,3-dichlorobenzyl)carbamoyl]-3,9-diazabicyclo[3.3.1]non-6-ene-3,9-dicarboxylic acid di-tert-butyl ester). Reaction SMILES: Cl[C:2](Cl)(Cl)[C:3]([O:6][C:7]([N:9]1[CH:14]2[C:15]([C:27](=[O:41])[N:28]([CH:38]3[CH2:40][CH2:39]3)[CH2:29][C:30]3[CH:35]=[CH:34][CH:33]=[C:32]([Cl:36])[C:31]=3[Cl:37])=[C:16]([C:18]3[O:22][N:21]=[C:20]([CH2:23][CH2:24][CH2:25]O)[CH:19]=3)[CH2:17][CH:10]1[CH2:11][N:12]([C:42]([O:44][C:45]([CH3:48])([CH3:47])[CH3:46])=[O:43])[CH2:13]2)=[O:8])([CH3:5])[CH3:4].[Cl:51][C:52]1[C:57]([CH3:58])=[CH:56][C:55]([OH:59])=[CH:54][C:53]=1[CH3:60]>>[C:45]([O:44][C:42]([N:12]1[CH2:13][CH:14]2[N:9]([C:7]([O:6][C:3]([CH3:5])([CH3:4])[CH3:2])=[O:8])[CH:10]([CH2:17][C:16]([C:18]3[O:22][N:21]=[C:20]([CH2:23][CH2:24][CH2:25][O:59][C:55]4[CH:56]=[C:57]([CH3:58])[C:52]([Cl:51])=[C:53]([CH3:60])[CH:54]=4)[CH:19]=3)=[C:15]2[C:27](=[O:41])[N:28]([CH:38]2[CH2:39][CH2:40]2)[CH2:29][C:30]2[CH:35]=[CH:34][CH:33]=[C:32]([Cl:36])[C:31]=2[Cl:37])[CH2:11]1)=[O:43])([CH3:46])([CH3:47])[CH3:48]. Reported procedure: This compound is prepared from compound E6 and 4-chloro-3,5-dimethylphenol, according to the above-described procedure A. LC-MS: tR=1.33 min, ES+: 933.35. The reactants are C(C)OC1=CC2=C(C(=N[C@@H]3CCN(C[C@H]23)C)C2=CC=C(C(=O)O)C=C2)C=C1OC (4-((4aR,10bS)-9-ethoxy-8-methoxy-2-methyl-1,2,3,4,4a,10b-hexahydro-benzo[c][1,6]naphthyridin-6-yl)benzoic acid), C(C)(C)N[C@H](COCC1=CC=C(C=C1)C(F)(F)F)C (N-isopropyl-N—[(S)-1-methyl-2-(4-trifluoromethyl-benzyloxy)-ethyl]-amine). Yields the product C(C)OC1=CC2=C(C(=N[C@@H]3CCN(C[C@H]23)C)C2=CC=C(C(=O)N([C@H](COCC3=CC=C(C=C3)C(F)(F)F)C)C(C)C)C=C2)C=C1OC (4-((4aR,10bS)-9-Ethoxy-8-methoxy-2-methyl-1,2,3,4,4a,10b-hexahydro-benzo [c][1,6]naphthyridin-6-yl)-N-isopropyl-N—[(S)-1-methyl-2-(4-trifluoromethyl -benzyloxy)-ethyl]-benzamide). RXN SMILES: [CH2:1]([O:3][C:4]1[C:27]([O:28][CH3:29])=[CH:26][C:7]2[C:8]([C:17]3[CH:25]=[CH:24][C:20]([C:21](O)=[O:22])=[CH:19][CH:18]=3)=[N:9][C@H:10]3[C@@H:15]([C:6]=2[CH:5]=1)[CH2:14][N:13]([CH3:16])[CH2:12][CH2:11]3)[CH3:2].[CH:30]([NH:33][C@@H:34]([CH3:48])[CH2:35][O:36][CH2:37][C:38]1[CH:43]=[CH:42][C:41]([C:44]([F:47])([F:46])[F:45])=[CH:40][CH:39]=1)([CH3:32])[CH3:31]>>[CH2:1]([O:3][C:4]1[C:27]([O:28][CH3:29])=[CH:26][C:7]2[C:8]([C:17]3[CH:18]=[CH:19][C:20]([C:21]([N:33]([CH:30]([CH3:32])[CH3:31])[C@@H:34]([CH3:48])[CH2:35][O:36][CH2:37][C:38]4[CH:43]=[CH:42][C:41]([C:44]([F:45])([F:46])[F:47])=[CH:40][CH:39]=4)=[O:22])=[CH:24][CH:25]=3)=[N:9][C@H:10]3[C@@H:15]([C:6]=2[CH:5]=1)[CH2:14][N:13]([CH3:16])[CH2:12][CH2:11]3)[CH3:2]. Procedure details: Prepared from 4-((4aR,10bS)-9-ethoxy-8-methoxy-2-methyl-1,2,3,4,4a,10b-hexahydro-benzo[c][1,6]naphthyridin-6-yl)benzoic acid and N-isopropyl-N—[(S)-1-methyl-2-(4-trifluoromethyl-benzyloxy)-ethyl]-amine as described for example 1.